This data is from the Open Reaction Database (ORD), a public repository of structured organic reaction records. The task is: describe an organic reaction: reactants, conditions, products, and yield As a reaction SMILES: Cl.[NH2:2][CH:3]1[CH2:8][CH:7]([C:9]2[CH:14]=[CH:13][C:12]([C:15]([F:18])([F:17])[F:16])=[CH:11][CH:10]=2)[CH2:6][N:5]([C:19]([N:21]2[CH2:26][CH2:25][O:24][CH2:23][CH2:22]2)=[O:20])[CH2:4]1.[C:27]([C:29]1[CH:30]=[C:31]([CH:35]=[CH:36][CH:37]=1)[C:32](O)=[O:33])#[N:28]>>[C:27]([C:29]1[CH:30]=[C:31]([C:32]([NH:2][CH:3]2[CH2:8][CH:7]([C:9]3[CH:14]=[CH:13][C:12]([C:15]([F:17])([F:18])[F:16])=[CH:11][CH:10]=3)[CH2:6][N:5]([C:19]([N:21]3[CH2:22][CH2:23][O:24][CH2:25][CH2:26]3)=[O:20])[CH2:4]2)=[O:33])[CH:35]=[CH:36][CH:37]=1)#[N:28] |f:0.1|. Yields the product C(#N)C=1C=C(C=CC1)C(=O)NC1CN(CC(C1)C1=CC=C(C=C1)C(F)(F)F)C(=O)N1CCOCC1 (3-Cyano-N-{1-(morpholin-4-ylcarbonyl)-5-[4-(trifluoromethyl)phenyl]piperidin-3-yl}benzenecarboxamide). Reactants: Cl.NC1CN(CC(C1)C1=CC=C(C=C1)C(F)(F)F)C(=O)N1CCOCC1 ({3-Amino-5-[4-(trifluoromethyl)phenyl]piperidin-1-yl}(morpholin-4-yl)methanone hydrochloride), C(#N)C=1C=C(C(=O)O)C=CC1 (3-cyanobenzoic acid). Reported procedure: 200 mg (0.508 mmol) of the amine from Example 57A [racemic cis isomer] and 112 mg (0.762 mmol) of 3-cyanobenzoic acid were reacted according to General Method 8. Yield: 206 mg (80% of theory) Starting materials: C[Si](C)(C)[N-][Si](C)(C)C.[Li+] (Lithium Bis(trimethylsilyl)amide), C(C1=CC=CC=C1)[C@H]1N(C(OC1)=O)C(CCC=C)=O ((R)-4-Benzyl-3-pent-4-enoyl-oxazolidin-2-one), BrCC1=C(C=C(C=C1Cl)C1=CC=C(C=C1)F)Cl (4-Bromomethyl-3,5-dichloro-4′-fluoro-biphenyl). The solvent is C1CCOC1 (THF), C1CCOC1 (THF). Run at temperature -78 celsius, time 10 minute. The product is C(C1=CC=CC=C1)[C@H]1N(C(OC1)=O)C([C@@H](CC=C)CC1=C(C=C(C=C1Cl)C1=CC=C(C=C1)F)Cl)=O ((R)-4-Benzyl-3-[(S)-2-(3,5-dichloro-4′-fluoro-biphenyl-4-ylmethyl)-pent-4-enoyl]-oxazolidin-2-one). The yield is 65.7%. RXN SMILES: [CH2:1]([C@@H:8]1[CH2:12][O:11][C:10](=[O:13])[N:9]1[C:14](=[O:19])[CH2:15][CH2:16][CH:17]=[CH2:18])[C:2]1[CH:7]=[CH:6][CH:5]=[CH:4][CH:3]=1.C[Si]([N-][Si](C)(C)C)(C)C.[Li+].Br[CH2:31][C:32]1[C:37]([Cl:38])=[CH:36][C:35]([C:39]2[CH:44]=[CH:43][C:42]([F:45])=[CH:41][CH:40]=2)=[CH:34][C:33]=1[Cl:46]>C1COCC1>[CH2:1]([C@@H:8]1[CH2:12][O:11][C:10](=[O:13])[N:9]1[C:14](=[O:19])[C@H:15]([CH2:31][C:32]1[C:33]([Cl:46])=[CH:34][C:35]([C:39]2[CH:40]=[CH:41][C:42]([F:45])=[CH:43][CH:44]=2)=[CH:36][C:37]=1[Cl:38])[CH2:16][CH:17]=[CH2:18])[C:2]1[CH:3]=[CH:4][CH:5]=[CH:6][CH:7]=1 |f:1.2|. Reported procedure: Dissolve (R)-4-Benzyl-3-pent-4-enoyl-oxazolidin-2-one (3.86 mmoles; 1.00 g) in THF (2 mL) and cool the mixture in a dry ice acetone bath. Add Lithium Bis(trimethylsilyl)amide (4.24 mmoles; 4.24 mL) dropwise at −78° C. under nitrogen. Stir the mixture at −78° C. for 10 minutes, and then warm to −25° C. for 1 hour. Cool the mixture back down to −78° C. and add 4-Bromomethyl-3,5-dichloro-4′-fluoro-biphenyl (4.43 mmoles; 1.48 g) in THF (2 mL) dropwise at −78° C. Warm the reaction to ambient temp. Af...